The task is: describe an organic reaction: reactants, conditions, products, and yield. This data is from the Open Reaction Database (ORD), a public repository of structured organic reaction records. The reactants are cuprous chloride, O(C1=CC=CC=C1)C1=C(C=CC=C1)O (o-phenoxyphenol), mixture, [OH-].[K+] (potassium hydroxide), ClC=1C=C(C=CC1)C1=CC(=CC=C1)OC1=CC(=CC=C1)OC1=CC=CC=C1 (3-chloro-3'-(m-phenoxyphenoxy)biphenyl). The reagents and catalysts are [Cu] (copper). Run in C1(=CC=CC=C1)C (toluene). Yields the product O(C1=CC=CC=C1)C=1C=C(OC=2C=C(C=CC2)C2=CC(=CC=C2)OC2=C(C=CC=C2)OC2=CC=CC=C2)C=CC1 (3-(m-phenoxyphenoxy)-3'-(o-phenoxyphenoxy)biphenyl). Isolated yield 61.0%. Reaction SMILES: [O:1]([C:8]1[CH:13]=[CH:12][CH:11]=[CH:10][C:9]=1[OH:14])[C:2]1[CH:7]=[CH:6][CH:5]=[CH:4][CH:3]=1.[OH-].[K+].Cl[C:18]1[CH:19]=[C:20]([C:24]2[CH:29]=[CH:28][CH:27]=[C:26]([O:30][C:31]3[CH:36]=[CH:35][CH:34]=[C:33]([O:37][C:38]4[CH:43]=[CH:42][CH:41]=[CH:40][CH:39]=4)[CH:32]=3)[CH:25]=2)[CH:21]=[CH:22][CH:23]=1>[Cu].C1(C)C=CC=CC=1>[O:37]([C:33]1[CH:32]=[C:31]([CH:36]=[CH:35][CH:34]=1)[O:30][C:26]1[CH:25]=[C:24]([C:20]2[CH:21]=[CH:22][CH:23]=[C:18]([O:14][C:9]3[CH:10]=[CH:11][CH:12]=[CH:13][C:8]=3[O:1][C:2]3[CH:3]=[CH:4][CH:5]=[CH:6][CH:7]=3)[CH:19]=2)[CH:29]=[CH:28][CH:27]=1)[C:38]1[CH:43]=[CH:42][CH:41]=[CH:40][CH:39]=1 |f:1.2|. Procedure: A 500 ml. reaction flask equipped with stirrer, condenser, and Dean Stark trap was charged with 191 g. (1.03 moles) of o-phenoxyphenol, 50 ml. of toluene and 39.5 g. (0.70 mole) of potassium hydroxide. The mixture was heated to reflux and water azeotroped from the system. Diglyme (100 ml.) was then added followed by 20 g. (0.053 mole) of 3-chloro-3'-(m-phenoxyphenoxy)biphenyl over a 30 minute period. To this mixture 2.5 g. of cuprous chloride and 0.5 g. of copper powder was added and after remov... The reactants are BrC1=CC2=C(OC3=C2C=CC=C3)C=C1 (2-bromo-dibenzofuran), BrBr (bromine), BrC1=CC2=C(OC3=C2C=CC=C3)C=C1 (2-bromo-dibenzofuran). Yields the product BrC1=CC2=C(OC3=C2C=C(C=C3)Br)C=C1 (2,8-dibromo-dibenzofuran). The yield is 50.0%. RXN SMILES: [Br:1][C:2]1[CH:14]=[CH:13][C:5]2[O:6][C:7]3[CH:12]=[CH:11][CH:10]=[CH:9][C:8]=3[C:4]=2[CH:3]=1.[Br:15]Br>>[Br:15][C:10]1[CH:11]=[CH:12][C:7]2[O:6][C:5]3[CH:13]=[CH:14][C:2]([Br:1])=[CH:3][C:4]=3[C:8]=2[CH:9]=1. Procedure details: The procedure for the synthesis of 19 was followed (1 eq. bromine was used) to prepare 20 from 19 as white crystals in a 50% yield. 1H NMR (400 MHz, CDCl3, 298 K): δ(ppm) 8.04-8.03 (d, J=2.00 Hz, 2H), 7.60-7.59 (d, J=2.00 Hz, 1H), 7.58-7.57 (d, J=2.00 Hz, 1H), 7.47 (s, 1H), 7.44 (s, 1H). The reactants are CCO[SiH](OCC)OCC, CN(C)C(=O)c1ccccc1, CC(C)[O-], CC(C)[O-], CC(C)[O-], CC(C)[O-], [Ti+4]. The product is CN(C)Cc1ccccc1. Reaction SMILES: [CH2:12]([O:13][SiH:14]([O:15][CH2:16][CH3:17])[O:18][CH2:19][CH3:20])[CH3:21].[CH3:1][N:2]([C:3]([c:4]1[cH:5][cH:6][cH:7][cH:8][cH:9]1)=[O:10])[CH3:11].[CH3:22][CH:23]([CH3:24])[O-:25].[CH3:27][CH:28]([CH3:29])[O-:30].[CH3:31][CH:32]([CH3:33])[O-:34].[CH3:35][CH:36]([CH3:37])[O-:38].[Ti+4:26]>>[CH3:1][N:2]([CH2:3][c:4]1[cH:5][cH:6][cH:7][cH:8][cH:9]1)[CH3:11]. Reactants: ice, COC1=C(N)C=C(C=C1)C(F)(F)F (2-Methoxy-5-trifluoromethylaniline), [H-].[Na+] (sodiumhydride), O (water), ClC1=C(C=C(C=C1)C(F)(F)F)[N+](=O)[O-] (2-chloro-5-trifluoromethyl-nitrobenzene), [H-].[Na+] (sodiumhydride), [H-].[Na+] (sodiumhydride), ClC1=C(C=C(C=C1)C(F)(F)F)[N+](=O)[O-] (2-chloro-5-trifluoromethyl-nitrobenzene). The solvent is CN(C=O)C (dimethylformamide). Conditions: time 60 hour. The product is COC1=C(C=C(C=C1)C(F)(F)F)NC1=C(C=C(C=C1)C(F)(F)F)[N+](=O)[O-] (N-(2-methoxy-5-trifluoromethylphenyl)-4-trifluoromethyl-2-nitroaniline). RXN SMILES: [CH3:1][O:2][C:3]1[CH:9]=[CH:8][C:7]([C:10]([F:13])([F:12])[F:11])=[CH:6][C:4]=1[NH2:5].[H-].[Na+].Cl[C:17]1[CH:22]=[CH:21][C:20]([C:23]([F:26])([F:25])[F:24])=[CH:19][C:18]=1[N+:27]([O-:29])=[O:28].O>CN(C)C=O>[CH3:1][O:2][C:3]1[CH:9]=[CH:8][C:7]([C:10]([F:11])([F:12])[F:13])=[CH:6][C:4]=1[NH:5][C:17]1[CH:22]=[CH:21][C:20]([C:23]([F:26])([F:24])[F:25])=[CH:19][C:18]=1[N+:27]([O-:29])=[O:28] |f:1.2|. Procedure details: To an ice cooled solution of 2-Methoxy-5-trifluoromethylaniline (311 mmol, 59.4 g) in 500 ml dry dimethylformamide is added sodiumhydride (438 mmol, 17.5 g 60%) followed by slow addition of 2-chloro-5-trifluoromethyl-nitrobenzene (311 mmol, 47.4 ml) and the mixture is stirred for 60 hours. More sodiumhydride (10 g 60%) is added and after stirring for additional two hours is another portion of 2-chloro-5-trifluoromethyl-nitrobenzene (5 ml) and sodiumhydride (2 g 60%) added. Upon completion is the... Solvent: N1=CC=CC=C1 (pyridine). The product is C(C(=C)C)(=O)[O-].[Cu+2].C(C(=C)C)(=O)[O-] (COPPER (II) METHACRYLATE). Procedure details: The method of Kuchen et al. (Angew. Chem. Int. Ed. Engl.), Vol. 27, #12, pp. 1695-1697 (1988) was followed with minor variation. For example, 1.01 g (4.5×10-3 mole) of basic copper carbonate was taken in a 100 ml round bottom flask. A mixture of 50 ml of THF and 2.4 g (0.028 mole) of methacrylic acid was added to it. The system was sonicated for 8 hrs. 30 Milligrams of pyridine was added to get a deep blue solution. The solution can be used directly to prepare the master solution As a reaction SMILES: C(=O)([O-])[O-].[Cu+2:5].C1COCC1.[C:11]([OH:16])(=[O:15])[C:12]([CH3:14])=[CH2:13]>N1C=CC=CC=1>[C:11]([O-:16])(=[O:15])[C:12]([CH3:14])=[CH2:13].[Cu+2:5].[C:11]([O-:16])(=[O:15])[C:12]([CH3:14])=[CH2:13] |f:0.1,5.6.7|. Starting materials: C([O-])([O-])=O.[Cu+2] (copper carbonate), C1CCOC1 (THF), C(C(=C)C)(=O)O (methacrylic acid). The reactants are CCO, CCOC(=O)c1c(CN(CC)CC)nc2sc3c(c2c1-c1ccc(OC)c(OC)c1)CN(C(=O)c1ccc(Cl)cc1)CC3, [K+], [OH-], O. Yields the product CCOC(=O)c1c(CN(CC)CC)nc2sc3c(c2c1-c1ccc(OC)c(OC)c1)CNCC3. Reaction SMILES: [CH3:47][CH2:48][OH:49].[Cl:1][c:2]1[cH:3][cH:4][c:5]([C:6](=[O:7])[N:8]2[CH2:9][c:10]3[c:11]([s:14][c:15]4[n:16][c:17]([CH2:36][N:37]([CH2:38][CH3:39])[CH2:40][CH3:41])[c:18]([C:31](=[O:32])[O:33][CH2:34][CH3:35])[c:19](-[c:21]5[cH:22][c:23]([O:29][CH3:30])[c:24]([O:27][CH3:28])[cH:25][cH:26]5)[c:20]34)[CH2:12][CH2:13]2)[cH:42][cH:43]1.[K+:45].[OH-:44].[OH2:46]>>[NH:8]1[CH2:9][c:10]2[c:11]([s:14][c:15]3[n:16][c:17]([CH2:36][N:37]([CH2:38][CH3:39])[CH2:40][CH3:41])[c:18]([C:31](=[O:32])[O:33][CH2:34][CH3:35])[c:19](-[c:21]4[cH:22][c:23]([O:29][CH3:30])[c:24]([O:27][CH3:28])[cH:25][cH:26]4)[c:20]23)[CH2:12][CH2:13]1.